Task: describe an organic reaction: reactants, conditions, products, and yield. Dataset: the Open Reaction Database (ORD), a public repository of structured organic reaction records The reactants are CC(C)(C)OC(=O)N1CC2CC1CN2, CSC1=NC(=O)C(=Cc2ccc3c(cnn3Cc3ccc(C(F)(F)F)cc3C(F)(F)F)c2)S1. The product is CC(C)(C)OC(=O)N1CC2CC1CN2C1=NC(=O)C(=Cc2ccc3c(cnn3Cc3ccc(C(F)(F)F)cc3C(F)(F)F)c2)S1. RXN SMILES: [C:34]([CH3:35])([CH3:36])([CH3:37])[O:38][C:39](=[O:40])[N:41]1[CH:42]2[CH2:43][NH:44][CH:45]([CH2:46]1)[CH2:47]2.[F:1][C:2]([c:3]1[c:4]([CH2:5][n:6]2[n:7][cH:8][c:9]3[cH:10][c:11]([CH:15]=[C:16]4[C:17](=[O:23])[N:18]=[C:19]([S:21][CH3:22])[S:20]4)[cH:12][cH:13][c:14]23)[cH:24][cH:25][c:26]([C:28]([F:29])([F:30])[F:31])[cH:27]1)([F:32])[F:33]>>[F:1][C:2]([c:3]1[c:4]([CH2:5][n:6]2[n:7][cH:8][c:9]3[cH:10][c:11]([CH:15]=[C:16]4[C:17](=[O:23])[N:18]=[C:19]([N:44]5[CH2:43][CH:42]6[N:41]([C:39]([O:38][C:34]([CH3:35])([CH3:36])[CH3:37])=[O:40])[CH2:46][CH:45]5[CH2:47]6)[S:20]4)[cH:12][cH:13][c:14]23)[cH:24][cH:25][c:26]([C:28]([F:29])([F:30])[F:31])[cH:27]1)([F:32])[F:33]. Reactants: C(C)C=1C(=C2C=C(C3=CC=CC1N23)C(=O)OC)C2=CC=C(C=C2)OC (methyl 4-ethyl-3-(4-methoxyphenyl)pyrrolo[2,1,5-cd]indolizine-1-carboxylate), [H-].[Al+3].[Li+].[H-].[H-].[H-] (lithium aluminium hydride). Yields the product C(C)C1=C(C=2N3C(C=CC=C13)=C(C2)CO)C2=CC=C(C=C2)OC (1-ethyl-4-hydroxymethyl-2-(4-methoxyphenyl)pyrrolo[2,1,5-cd]indolizine). Yield: 83.0%. RXN SMILES: [CH2:1]([C:3]1[C:4]([C:18]2[CH:23]=[CH:22][C:21]([O:24][CH3:25])=[CH:20][CH:19]=2)=[C:5]2[N:13]3[C:8](=[CH:9][CH:10]=[CH:11][C:12]=13)[C:7]([C:14](OC)=[O:15])=[CH:6]2)[CH3:2].[H-].[Al+3].[Li+].[H-].[H-].[H-]>>[CH2:1]([C:3]1[C:12]2[N:13]3[C:8](=[C:7]([CH2:14][OH:15])[CH:6]=[C:5]3[C:4]=1[C:18]1[CH:19]=[CH:20][C:21]([O:24][CH3:25])=[CH:22][CH:23]=1)[CH:9]=[CH:10][CH:11]=2)[CH3:2] |f:1.2.3.4.5.6|. Reported procedure: The general synthetic pathway outlined in example 1 have been applied to proper starting materials in the preparation of methyl 4-ethyl-3-(4-methoxyphenyl)pyrrolo[2,1,5-cd]indolizine-1-carboxylate, which was reacted with lithium aluminium hydride by the general synthetic principle outlined in example 1, step 4, to afford 1-ethyl-4-hydroxymethyl-2-(4-methoxyphenyl)pyrrolo[2,1,5-cd]indolizine as yellow crystals in 83% yield. MS(SP): m/z 305 (M+). 1H-NMR (CDCl3, 200 MHz) δ: 1.47 (t, 3H); 3.24 (q, 2... RXN SMILES: [CH3:18][OH:19].[CH3:1][O:2][c:3]1[c:4]([CH:9]([C:10](=[O:11])[O:12][CH3:13])[OH:14])[cH:5][cH:6][cH:7][cH:8]1.[ClH:17].[Na+:16].[OH-:15]>>[CH3:1][O:2][c:3]1[c:4]([CH:9]([C:10](=[O:11])[OH:12])[OH:14])[cH:5][cH:6][cH:7][cH:8]1. Reactants: CO, COC(=O)C(O)c1ccccc1OC, Cl, [Na+], [OH-]. Product: COc1ccccc1C(O)C(=O)O. Reactants: FC1=C(C=CC(=C1)B1OC(C(O1)(C)C)(C)C)NC1CCOCC1 ([2-Fluoro-4-(4,4,5,5-tetramethyl-[1,3,2]dioxaborolan-2-yl)-phenyl]-(tetrahydro-pyran-4-yl)-amine), C(=O)([O-])[O-].[Na+].[Na+] (Na2CO3), BrC1=C(C(N(C=C1)CC1CC1)=O)C#N (4-Bromo-1-cyclopropylmethyl-2-oxo-1,2-dihydro-pyridine-3-carbonitrile). Reagents/catalysts: C=1C=CC(=CC1)[P](C=2C=CC=CC2)(C=3C=CC=CC3)[Pd]([P](C=4C=CC=CC4)(C=5C=CC=CC5)C=6C=CC=CC6)([P](C=7C=CC=CC7)(C=8C=CC=CC8)C=9C=CC=CC9)[P](C=1C=CC=CC1)(C=1C=CC=CC1)C=1C=CC=CC1 (Pd(PPh3)4). The solvent is O1CCOCC1 (1,4-dioxane), CCOC(=O)C (EtOAc). Yields the product C1(CC1)CN1C(C(=C(C=C1)C1=CC(=C(C=C1)NC1CCOCC1)F)C#N)=O (1-Cyclopropylmethyl-4-[3-fluoro-4-(tetrahydro-pyran-4-ylamino)-phenyl]-2-oxo-1,2-dihydro-pyridine-3-carbonitrile). The yield is 28.4%. As a reaction SMILES: [F:1][C:2]1[CH:7]=[C:6](B2OC(C)(C)C(C)(C)O2)[CH:5]=[CH:4][C:3]=1[NH:17][CH:18]1[CH2:23][CH2:22][O:21][CH2:20][CH2:19]1.C([O-])([O-])=O.[Na+].[Na+].Br[C:31]1[CH:36]=[CH:35][N:34]([CH2:37][CH:38]2[CH2:40][CH2:39]2)[C:33](=[O:41])[C:32]=1[C:42]#[N:43]>O1CCOCC1.CCOC(C)=O.C1C=CC([P]([Pd]([P](C2C=CC=CC=2)(C2C=CC=CC=2)C2C=CC=CC=2)([P](C2C=CC=CC=2)(C2C=CC=CC=2)C2C=CC=CC=2)[P](C2C=CC=CC=2)(C2C=CC=CC=2)C2C=CC=CC=2)(C2C=CC=CC=2)C2C=CC=CC=2)=CC=1>[CH:38]1([CH2:37][N:34]2[CH:35]=[CH:36][C:31]([C:6]3[CH:5]=[CH:4][C:3]([NH:17][CH:18]4[CH2:19][CH2:20][O:21][CH2:22][CH2:23]4)=[C:2]([F:1])[CH:7]=3)=[C:32]([C:42]#[N:43])[C:33]2=[O:41])[CH2:39][CH2:40]1 |f:1.2.3,^1:59,61,80,99|. Procedure: To a solution of intermediate 15 (0.8 g, 2.55 mmol) in 1,4-dioxane (3 ml) and a saturated solution of Na2CO3 (3 ml) was added intermediate 8 (0.58 g, 2.31 mmol). The resulting solution was degassed using a stream of nitrogen and to this was added Pd(PPh3)4 (0.26 mg, 0.23 mmol). The reaction was then microwaved in a sealed tube at 150° C. for 10 minutes. The resulting cooled reaction mixture was then diluted with EtOAc and filtered through a pad of diatomaceous earth. The filtrate was washed with...